From a dataset of the Open Reaction Database (ORD), a public repository of structured organic reaction records. describe an organic reaction: reactants, conditions, products, and yield Starting materials: C1=CC(=C2C=CC=C3C4=CC=CC5=CC=CC(C1=C23)=C45)C=O (3-perylenecarbaldehyde), CC(CO)(CO)N (2-methyl-2-amino-1,3-propanediol), C1(=CC=C(C=C1)S(=O)(=O)O)C (p-toluenesulfonic acid), [BH3-]C#N.[Na+] (NaBH3CN), [BH3-]C#N.[Na+] (NaBH3CN), Cl (HCl), solution, Cl (HCl), CC1=C(C=C(C(=C1Br)O)Br)C2(C=3C=CC=CC3S(=O)(=O)O2)C=4C=C(C(=C(C4C)Br)O)Br (bromocresol green). Run in CCO (EtOH), CCO (EtOH), C1(=CC=CC=C1)C (PhCH3), CCOCC (Et2O), O (H2O), O (H2O), CCO (EtOH). Reaction conditions: time 8 hour. Yields the product Cl.CC(CO)(CO)NCC=1C=CC=2C=3C=CC=C4C=CC=C(C5=CC=CC1C52)C43 (2-Methyl-2-((3-perylenylmethyl)amino)-1,3-propanediol hydrochloride). As a reaction SMILES: [CH:1]1[C:18]2=[C:19]3[C:8]([C:9]4[C:20]5[C:13](=[CH:14][CH:15]=[CH:16][C:17]2=5)[CH:12]=[CH:11][CH:10]=4)=[CH:7][CH:6]=[CH:5][C:4]3=[C:3]([CH:21]=O)[CH:2]=1.[CH3:23][C:24]([NH2:29])([CH2:27][OH:28])[CH2:25][OH:26].C1(C)C=CC(S(O)(=O)=O)=CC=1.[BH3-]C#N.[Na+].CC1C(Br)=C(O)C(Br)=CC=1C1(C2C=C(Br)C(O)=C(Br)C=2C)OS(=O)(=O)C2C=CC=CC1=2.[ClH:76]>CCO.CCOCC.O.C1(C)C=CC=CC=1>[ClH:76].[CH3:23][C:24]([NH:29][CH2:21][C:3]1[CH:2]=[CH:1][C:18]2[C:17]3[CH:16]=[CH:15][CH:14]=[C:13]4[C:20]=3[C:9]([C:8]3[C:19]=2[C:4]=1[CH:5]=[CH:6][CH:7]=3)=[CH:10][CH:11]=[CH:12]4)([CH2:27][OH:28])[CH2:25][OH:26] |f:3.4,11.12|. Reported procedure: To a 1 L Erlenmeyer flask was added 3-perylenecarbaldehyde (14.01 g, 50 mmol), 2-methyl-2-amino-1,3-propanediol (Aldrich, 5.52 g, 52.5 mmol), p-toluenesulfonic acid.H2O (Eastman Kodak Co., Rochester, NY, 14650, 0.1 g, 0.5 mmol), and PhCH3 (300 mL). The mixture was warmed to reflux for a few minutes and H2O (2-3 mL) was driven off. The resulting orange-brown colored solution was allowed to cool to RT, diluted with absolute EtOH (300 mL) and stirred overnight. NaBH3CN (Aldrich, 95%, 1.57 g, 25 mmo... Reactants: C(C)(C)(C)C1=C(C(=CC=C1)C(C)(C)C)O (2,6-di-tert-butylphenol), BrCl (BrCl), reagent. The solvent is C(CCl)Cl (EDC), CCOCC (ether). Reaction conditions: time 30 minute. Product: BrC1=CC(=C(C(=C1)C(C)(C)C)O)C(C)(C)C (4-bromo-2,6-di-tert-butylphenol). Isolated yield 92.0%. Reaction SMILES: [C:1]([C:5]1[CH:10]=[CH:9][CH:8]=[C:7]([C:11]([CH3:14])([CH3:13])[CH3:12])[C:6]=1[OH:15])([CH3:4])([CH3:3])[CH3:2].[Br:16]Cl>C(Cl)CCl.CCOCC>[Br:16][C:9]1[CH:10]=[C:5]([C:1]([CH3:4])([CH3:3])[CH3:2])[C:6]([OH:15])=[C:7]([C:11]([CH3:14])([CH3:13])[CH3:12])[CH:8]=1. Reported procedure: To a solution of 2,6-di-tert-butylphenol (2.06 g, 10 mmol) in EDC (50 mL) in a 200-mL round bottom flask, was added the stabilized BrCl brominating reagent (12 mL, about 11 mmol) dropwise, with stirring at room temperature. Initially, the orange reddish color of the reagent disappeared quickly. The color from the last 1 mL persisted for several minutes. The reaction mixture was allowed to stand for 30 minutes before being quenched with a few drops of sodium sulfite solution. After phase separati... Reactants: CC#N, CCOC(=O)C=CCNC(=O)c1cc(I)c[nH]1. Product: CCOC(=O)CC1CNC(=O)c2cc(I)cn21. RXN SMILES: [CH3:18][C:19]#[N:20].[I:1][c:2]1[cH:3][c:4]([C:7](=[O:8])[NH:9][CH2:10][CH:11]=[CH:12][C:13](=[O:14])[O:15][CH2:16][CH3:17])[nH:5][cH:6]1>>[I:1][c:2]1[cH:3][c:4]2[n:5]([cH:6]1)[CH:11]([CH2:12][C:13](=[O:14])[O:15][CH2:16][CH3:17])[CH2:10][NH:9][C:7]2=[O:8]. The reactants are OS(=O)(=O)O.O=S(=O)=O (oleum), C=O (paraformaldehyde), NC1=C(C=C(C=2C(C3=CC=CC=C3C(C12)=O)=O)Br)Br (1-amino-2,4-dibromoanthraquinone). The solvent is O (water). Reaction conditions: temperature 110 celsius, time 1.5 hour. The product is NC1=C(C=C(C=2C(C3=CC=CC=C3C(C12)=O)=O)O)Br (1-amino-2-bromo-4-hydroxyanthraquinone). Yield: 93.7%. Reaction SMILES: OS(O)(=O)=O.O=S(=O)=O.C=[O:11].[NH2:12][C:13]1[C:26]2[C:25](=[O:27])[C:24]3[C:19](=[CH:20][CH:21]=[CH:22][CH:23]=3)[C:18](=[O:28])[C:17]=2[C:16](Br)=[CH:15][C:14]=1[Br:30]>O>[NH2:12][C:13]1[C:26]2[C:25](=[O:27])[C:24]3[C:19](=[CH:20][CH:21]=[CH:22][CH:23]=3)[C:18](=[O:28])[C:17]=2[C:16]([OH:11])=[CH:15][C:14]=1[Br:30] |f:0.1|. Procedure details: Hydrolysis is carried out by adding 195.3 parts of 66% oleum and 16 parts of paraformaldehyde to the reaction mixture and heating it to 110° C. The mixture is heated in a stream of nitrogen to 110° C. until the presence of 1-amino-2,4-dibromoanthraquinone can no longer be detected. The reaction time is from 1 to 2 hours. Upon completion of the reaction, the reaction mixture is cooled to room temperature and diluted with 523 parts of water. The precipitated crystals of 1-amino-2-bromo-4-hydroxyan... The reactants are BrC=1C=C2C(=NC1)N(N=C2C)CC2=CC=C(C=C2)OC (5-bromo-1-(4-methoxybenzyl)-3-methyl-1H-pyrazolo[3,4-b]pyridine), CC1(OB(OC1(C)C)C=1C=C(C=CC1)CC#N)C (2-(3-(4,4,5,5-tetramethyl-1,3,2-dioxaborolan-2-yl)phenyl)acetonitrile), C(=O)([O-])[O-].[Cs+].[Cs+] (Cs2CO3). The reagents and catalysts are C=1C=CC(=CC1)[P](C=2C=CC=CC2)(C=3C=CC=CC3)[Pd]([P](C=4C=CC=CC4)(C=5C=CC=CC5)C=6C=CC=CC6)([P](C=7C=CC=CC7)(C=8C=CC=CC8)C=9C=CC=CC9)[P](C=1C=CC=CC1)(C=1C=CC=CC1)C=1C=CC=CC1 (Pd(PPh3)4). Solvent: COCCOC (DME). Run at temperature 80 celsius. Product: COC1=CC=C(CN2N=C(C=3C2=NC=C(C3)C=3C=C(C=CC3)CC#N)C)C=C1 (2-(3-(1-(4-methoxybenzyl)-3-methyl-1H-pyrazolo[3,4-b]pyridin-5-yl)phenyl)acetonitrile). RXN SMILES: Br[C:2]1[CH:3]=[C:4]2[C:10]([CH3:11])=[N:9][N:8]([CH2:12][C:13]3[CH:18]=[CH:17][C:16]([O:19][CH3:20])=[CH:15][CH:14]=3)[C:5]2=[N:6][CH:7]=1.CC1(C)C(C)(C)OB([C:29]2[CH:30]=[C:31]([CH2:35][C:36]#[N:37])[CH:32]=[CH:33][CH:34]=2)O1.C([O-])([O-])=O.[Cs+].[Cs+]>COCCOC.C1C=CC([P]([Pd]([P](C2C=CC=CC=2)(C2C=CC=CC=2)C2C=CC=CC=2)([P](C2C=CC=CC=2)(C2C=CC=CC=2)C2C=CC=CC=2)[P](C2C=CC=CC=2)(C2C=CC=CC=2)C2C=CC=CC=2)(C2C=CC=CC=2)C2C=CC=CC=2)=CC=1>[CH3:20][O:19][C:16]1[CH:17]=[CH:18][C:13]([CH2:12][N:8]2[C:5]3=[N:6][CH:7]=[C:2]([C:29]4[CH:30]=[C:31]([CH2:35][C:36]#[N:37])[CH:32]=[CH:33][CH:34]=4)[CH:3]=[C:4]3[C:10]([CH3:11])=[N:9]2)=[CH:14][CH:15]=1 |f:2.3.4,^1:54,56,75,94|. Procedure details: The starting material 5-bromo-1-(4-methoxybenzyl)-3-methyl-1H-pyrazolo[3,4-b]pyridine (7) (136 mg, 0.41 mmol, 1 eq) and 2-(3-(4,4,5,5-tetramethyl-1,3,2-dioxaborolan-2-yl)phenyl)acetonitrile (156) (100 mg, 0.41 mmol, 1 eq) in DME (10 mL) was degassed and purged under argon atmosphere for 10 min. To this reaction mixture was charged Cs2CO3 (260 mg, 0.82 mmol, 2 eq) followed by addition of Pd(PPh3)4 (15 mg, 0.03 mmol), degassing and purging under argon for additional 10 min. The reaction mixture wa... Reaction SMILES: [CH3:31][N:32]1[CH2:33][CH2:34][CH2:35][C:36]1=[O:37].[Cl:16][c:17]1[c:18]([C:27]([F:28])([F:29])[F:30])[n:19][n:20]([CH2:23][C:24](=[O:25])[OH:26])[c:21]1[CH3:22].[Cl:1][c:2]1[cH:3][cH:4][c:5]([C:8]2([CH2:14][OH:15])[CH2:9][CH2:10][NH:11][CH2:12][CH2:13]2)[cH:6][cH:7]1>>[Cl:1][c:2]1[cH:3][cH:4][c:5]([C:8]2([CH2:14][OH:15])[CH2:9][CH2:10][N:11]([C:24]([CH2:23][n:20]3[n:19][c:18]([C:27]([F:28])([F:29])[F:30])[c:17]([Cl:16])[c:21]3[CH3:22])=[O:25])[CH2:12][CH2:13]2)[cH:6][cH:7]1. Reactants: CN1CCCC1=O, Cc1c(Cl)c(C(F)(F)F)nn1CC(=O)O, OCC1(c2ccc(Cl)cc2)CCNCC1. Yields the product Cc1c(Cl)c(C(F)(F)F)nn1CC(=O)N1CCC(CO)(c2ccc(Cl)cc2)CC1. Starting materials: FC1=C(OC2=NC=NC(=C2)NC(=O)N2CCC(CC2)N2CCN(CC2)C)C=CC(=C1)[N+](=O)[O-] (4-(2-Fluoro-4-nitrophenoxy)-6-{[4-(1-methylpiperazin-4-yl)piperidin-1-yl]carbonylamino}pyrimidine). Reagents/catalysts: [OH-].[Pd+2].[OH-].[C] (palladium hydroxide carbon). The solvent is O1CCCC1 (tetrahydrofuran). Run at time 8 hour. Yields the product NC1=CC(=C(OC2=NC=NC(=C2)NC(=O)N2CCC(CC2)N2CCN(CC2)C)C=C1)F (4-(4-Amino-2-fluorophenoxy)-6-{[4-(1-methylpiperazin-4-yl)piperidin-1-yl]carbonylamino}pyrimidine). Isolated yield 100.8%. Reaction SMILES: [F:1][C:2]1[CH:30]=[C:29]([N+:31]([O-])=O)[CH:28]=[CH:27][C:3]=1[O:4][C:5]1[CH:10]=[C:9]([NH:11][C:12]([N:14]2[CH2:19][CH2:18][CH:17]([N:20]3[CH2:25][CH2:24][N:23]([CH3:26])[CH2:22][CH2:21]3)[CH2:16][CH2:15]2)=[O:13])[N:8]=[CH:7][N:6]=1>O1CCCC1.[OH-].[Pd+2].[OH-].[C]>[NH2:31][C:29]1[CH:28]=[CH:27][C:3]([O:4][C:5]2[CH:10]=[C:9]([NH:11][C:12]([N:14]3[CH2:19][CH2:18][CH:17]([N:20]4[CH2:21][CH2:22][N:23]([CH3:26])[CH2:24][CH2:25]4)[CH2:16][CH2:15]3)=[O:13])[N:8]=[CH:7][N:6]=2)=[C:2]([F:1])[CH:30]=1 |f:2.3.4.5|. Procedure: 4-(2-Fluoro-4-nitrophenoxy)-6-{[4-(1-methylpiperazin-4-yl)piperidin-1-yl]carbonylamino}pyrimidine (104 mg) was dissolved in tetrahydrofuran (15 ml). After adding 20% palladium hydroxide-carbon (70 mg), the mixture was stirred overnight under a hydrogen atmosphere. The catalyst was filtered and washed with tetrahydrofuran. The filtrate and the washings were combined and concentrated under reduced pressure, and the resultant residue was dried under reduced pressure to provide the title compound (9... Starting materials: O=C([O-])O, ClCCl, CC(=O)O, CCN=C=NCCCN(C)C, CC(C)(C)Cc1c[nH]c(C(N)Cc2ccc(-c3ccc(F)cn3)cc2)n1, Cl, [Na+], On1nnc2ccccc21. The product is CC(=O)NC(Cc1ccc(-c2ccc(F)cn2)cc1)c1nc(CC(C)(C)C)c[nH]1. Reaction SMILES: [C:53](=[O:54])([OH:55])[O-:56].[CH2:58]([Cl:59])[Cl:60].[CH3:1][C:2]([OH:3])=[O:4].[CH3:32][N:33]([CH3:34])[CH2:35][CH2:36][CH2:37][N:38]=[C:39]=[N:40][CH2:41][CH3:42].[CH3:5][C:6]([CH2:7][c:8]1[n:9][c:10]([CH:13]([CH2:14][c:15]2[cH:16][cH:17][c:18](-[c:21]3[n:22][cH:23][c:24]([F:27])[cH:25][cH:26]3)[cH:19][cH:20]2)[NH2:28])[nH:11][cH:12]1)([CH3:29])[CH3:30].[ClH:31].[Na+:57].[OH:43][n:44]1[c:45]2[cH:46][cH:47][cH:48][cH:49][c:50]2[n:51][n:52]1>>[CH3:1][C:2](=[O:4])[NH:28][CH:13]([c:10]1[n:9][c:8]([CH2:7][C:6]([CH3:5])([CH3:29])[CH3:30])[cH:12][nH:11]1)[CH2:14][c:15]1[cH:16][cH:17][c:18](-[c:21]2[n:22][cH:23][c:24]([F:27])[cH:25][cH:26]2)[cH:19][cH:20]1. Starting materials: COC(C1=C(C=CC=C1)NC(C1=CC=C(C=C1)I)=O)=O (2-(4-iodo-benzoylamino)-benzoic acid methyl ester), FC1=CC=C(C=C1)O (4-fluorophenol), C([O-])([O-])=O.[Cs+].[Cs+] (cesium carbonate), OC=1C=CC=C2C=CC=NC12 (8-hydroxy-chinolin). Reagents/catalysts: [Cu]Cl (copper (I) chloride). Run in O (water), C(=O)O (formic acid), CN1C(CCC1)=O (1-methyl-2-pyrrolidinone). Reaction conditions: temperature 120 celsius, time 18 hour. Yields the product FC1=CC=C(OC2=CC=C(C(=O)NC3=C(C(=O)O)C=CC=C3)C=C2)C=C1 (2-[4-(4-fluoro-phenoxy)-benzoylamino]-benzoic acid). The yield is 106.5%. Reaction SMILES: C[O:2][C:3](=[O:20])[C:4]1[CH:9]=[CH:8][CH:7]=[CH:6][C:5]=1[NH:10][C:11](=[O:19])[C:12]1[CH:17]=[CH:16][C:15](I)=[CH:14][CH:13]=1.[F:21][C:22]1[CH:27]=[CH:26][C:25]([OH:28])=[CH:24][CH:23]=1.C(=O)([O-])[O-].[Cs+].[Cs+].OC1C=CC=C2C=1N=CC=C2>CN1CCCC1=O.O.C(O)=O.[Cu]Cl>[F:21][C:22]1[CH:27]=[CH:26][C:25]([O:28][C:15]2[CH:16]=[CH:17][C:12]([C:11]([NH:10][C:5]3[CH:6]=[CH:7][CH:8]=[CH:9][C:4]=3[C:3]([OH:2])=[O:20])=[O:19])=[CH:13][CH:14]=2)=[CH:24][CH:23]=1 |f:2.3.4|. Procedure details: To 2-(4-iodo-benzoylamino)-benzoic acid methyl ester [75541-84-3] (50 mg) in 1-methyl-2-pyrrolidinone (1 mL) was added 4-fluorophenol (29.4 mg), copper (I) chloride (6.6 mg), cesium carbonate (85 mg) and 8-hydroxy-chinolin (4.7 mg). The reaction mixture was stirred at 120° C. for 18 hours. After such time, the reaction mixture was allowed to cool down to room temperature, diluted with water, formic acid was added (0.3 mL) and the solution was purified by preparative HPLC to yield 2-[4-(4-fluoro-...